This data is from the Open Reaction Database (ORD), a public repository of structured organic reaction records. The task is: describe an organic reaction: reactants, conditions, products, and yield Starting materials: Cl (hydrogen chloride), C(C)(=O)S[C@H]1C[C@H](N(C1)C(=O)OCC1=CC=C(C=C1)[N+](=O)[O-])C(=O)N1CCN(CC1)CCOC(=O)OCC1=CC=C(C=C1)[N+](=O)[O-] ((2S,4S)-4-acetylthio-2-(4-[2-(4-nitrobenzyloxycarbonyl)oxyethyl]-1-piperazinylcarbonyl)-1-(4-nitrobenzyloxycarbonyl)-pyrrolidine). The solvent is O1CCOCC1 (1,4-dioxane). Conditions: time 1 hour. The product is S[C@H]1C[C@@H](N(C1)C(=O)OCC1=CC=C(C=C1)[N+](=O)[O-])C(=O)N1CCN(CC1)CCOC(=O)OCC1=CC=C(C=C1)[N+](=O)[O-] ((2R,4S)-4-Mercapto-2-[4-[2-(4-nitrobenzyloxycarbonyl) oxyethyl]-1-piperazinylcarbonyl]-1-(4-nitrobenzyloxycarbonyl)pyrrolidine). The yield is 60.5%. Reaction SMILES: Cl.C([S:5][C@@H:6]1[CH2:10][N:9]([C:11]([O:13][CH2:14][C:15]2[CH:20]=[CH:19][C:18]([N+:21]([O-:23])=[O:22])=[CH:17][CH:16]=2)=[O:12])[C@H:8]([C:24]([N:26]2[CH2:31][CH2:30][N:29]([CH2:32][CH2:33][O:34][C:35]([O:37][CH2:38][C:39]3[CH:44]=[CH:43][C:42]([N+:45]([O-:47])=[O:46])=[CH:41][CH:40]=3)=[O:36])[CH2:28][CH2:27]2)=[O:25])[CH2:7]1)(=O)C>O1CCOCC1>[SH:5][C@@H:6]1[CH2:10][N:9]([C:11]([O:13][CH2:14][C:15]2[CH:16]=[CH:17][C:18]([N+:21]([O-:23])=[O:22])=[CH:19][CH:20]=2)=[O:12])[C@@H:8]([C:24]([N:26]2[CH2:27][CH2:28][N:29]([CH2:32][CH2:33][O:34][C:35]([O:37][CH2:38][C:39]3[CH:40]=[CH:41][C:42]([N+:45]([O-:47])=[O:46])=[CH:43][CH:44]=3)=[O:36])[CH2:30][CH2:31]2)=[O:25])[CH2:7]1. Procedure: 40 ml of a 10% w/v methanolic solution of hydrogen chloride were added to a solution of 1.0 g of (2S,4S)-4-acetylthio-2-(4-[2-(4-nitrobenzyloxycarbonyl)oxyethyl]-1-piperazinylcarbonyl)-1-(4-nitrobenzyloxycarbonyl)-pyrrolidine [prepared as described in step (ii) above] in 10 ml of 1,4-dioxane, and the resulting mixture was stirred at 50° C. to 52° C. for 1 hour. At the end of this time, the reaction mixture was concentrated by evaporation under reduced pressure, and the concentrate was diluted wi... Starting materials: BrC1C(C2=CC=CC=C2C1)=O (2-bromo-1-indanone), N1C=NC(=C1)C(N)=S (4-imidazole carbothioamide). Product: N1C=NC(=C1)C=1SC2=C(N1)C=1C=CC=CC1C2 (2-(4-Imidazolyl)-8H-indeno[1,2-d]thiazole). As a reaction SMILES: Br[CH:2]1[CH2:10][C:9]2[C:4](=[CH:5][CH:6]=[CH:7][CH:8]=2)[C:3]1=O.[NH:12]1[CH:16]=[C:15]([C:17](=[S:19])[NH2:18])[N:14]=[CH:13]1>>[NH:12]1[CH:16]=[C:15]([C:17]2[S:19][C:2]3[CH2:10][C:9]4[CH:8]=[CH:7][CH:6]=[CH:5][C:4]=4[C:3]=3[N:18]=2)[N:14]=[CH:13]1. Procedure: Starting compounds: 2-bromo-1-indanone, 4-imidazole carbothioamide Product: C(C1=CC=CC=C1)OC(N[C@H](C(=O)C1=CC(=CC(=C1)F)F)C)=O ([(S)-2-(3,5-Difluoro-phenyl)-1-methyl-2-oxo-ethyl]-carbamic acid benzyl ester). Starting materials: C(C1=CC=CC=C1)OC(N[C@@H](C)C(N(C)OC)=O)=O ([(S)-1-(methoxy-methyl-carbamoyl)-ethyl]-carbamic acid benzyl ester), BrC1=CC(=CC(=C1)F)F (1-bromo-3,5-difluorobenzene). Procedure details: Prepared according to the procedure described in Example 16, Step 2, using the following starting materials: [(S)-1-(methoxy-methyl-carbamoyl)-ethyl]-carbamic acid benzyl ester and 1-bromo-3,5-difluorobenzene. RXN SMILES: [CH2:1]([O:8][C:9](=[O:19])[NH:10][C@H:11]([C:13](=[O:18])N(OC)C)[CH3:12])[C:2]1[CH:7]=[CH:6][CH:5]=[CH:4][CH:3]=1.Br[C:21]1[CH:26]=[C:25]([F:27])[CH:24]=[C:23]([F:28])[CH:22]=1>>[CH2:1]([O:8][C:9](=[O:19])[NH:10][C@@H:11]([CH3:12])[C:13]([C:21]1[CH:26]=[C:25]([F:27])[CH:24]=[C:23]([F:28])[CH:22]=1)=[O:18])[C:2]1[CH:3]=[CH:4][CH:5]=[CH:6][CH:7]=1. Reactants: CCN(C(C)C)C(C)C (DIPEA), CI (MeI), C(C1=CC=CC=C1)OC1=CC=CC(=N1)NC1=CC=C(C=C1)C=1N=C(C2=C(N1)CN(CC2)C)N2[C@H](COCC2)C ((S)-6-(benzyloxy)-N-(4-(7-methyl-4-(3-methylmorpholino)-5,6,7,8-tetrahydropyrido[3,4-d]pyrimidin-2-yl)phenyl)pyridin-2-amine), C(C1=CC=CC=C1)OC1=CC=CC(=N1)NC1=CC=C(C=C1)C=1N=C(C2=C(N1)CNCC2)N2[C@H](COCC2)C ((S)-6-(benzyloxy)-N-(4-(4-(3-methylmorpholino)-5,6,7,8-tetrahydropyrido[3,4-d]pyrimidin-2-yl)phenyl)pyridin-2-amine). Run in CN(C)C=O (DMF), O (H2O). Reaction conditions: time 4 hour. Yields the product CN1CC=2N=C(N=C(C2CC1)N1[C@H](COCC1)C)C1=CC=C(C=C1)NC1=CC=CC(N1)=O ((S)-6-(4-(7-methyl-4-(3-methylmorpholino)-5,6,7,8-tetrahydropyrido[3,4-d]pyrimidin-2-yl)phenylamino)pyridin-2(1H)-one). Isolated yield 100.0%. As a reaction SMILES: C([O:8][C:9]1[N:14]=[C:13]([NH:15][C:16]2[CH:21]=[CH:20][C:19]([C:22]3[N:23]=[C:24]([N:33]4[CH2:38][CH2:37][O:36][CH2:35][C@@H:34]4[CH3:39])[C:25]4[CH2:31][CH2:30][N:29]([CH3:32])[CH2:28][C:26]=4[N:27]=3)=[CH:18][CH:17]=2)[CH:12]=[CH:11][CH:10]=1)C1C=CC=CC=1.C(OC1N=C(NC2C=CC(C3N=C(N4CCOC[C@@H]4C)C4CCNCC=4N=3)=CC=2)C=CC=1)C1C=CC=CC=1.CCN(C(C)C)C(C)C.CI>CN(C=O)C.O>[CH3:32][N:29]1[CH2:30][CH2:31][C:25]2[C:24]([N:33]3[CH2:38][CH2:37][O:36][CH2:35][C@@H:34]3[CH3:39])=[N:23][C:22]([C:19]3[CH:18]=[CH:17][C:16]([NH:15][C:13]4[NH:14][C:9](=[O:8])[CH:10]=[CH:11][CH:12]=4)=[CH:21][CH:20]=3)=[N:27][C:26]=2[CH2:28]1. Reported procedure: Step 1—Synthesis of (S)-6-(benzyloxy)-N-(4-(7-methyl-4-(3-methylmorpholino)-5,6,7,8-tetrahydropyrido[3,4-d]pyrimidin-2-yl)phenyl)pyridin-2-amine (mt): (S)-6-(benzyloxy)-N-(4-(4-(3-methylmorpholino)-5,6,7,8-tetrahydropyrido[3,4-d]pyrimidin-2-yl)phenyl)pyridin-2-amine (ms) (100 mg, 0.2 mmol) was dissolved in DMF (2 mL) and DIPEA (159 μL, 0.9 mmol)). To this solution was added MeI (14 μL, 0.2 mmol) at rt. The resulting solution was stirred at rt for 4 hrs. It was diluted with H2O, extracted with Et... Reactants: CC=1C(N(C(N(N1)CCCN1C[C@]2(C[C@H]2C1)C1=CC=C(C=C1)C(F)(F)F)=O)C(=O)C1=CC=CC=C1)=O (6-methyl-4-(phenylcarbonyl)-2-(3-{(1S,5R)-1-[4-(trifluoromethyl)phenyl]-3-azabicyclo[3.1.0]hex-3-yl}propyl)-1,2,4-triazine-3,5(2H,4H)-dione), CO (MeOH). Run in solution, N (ammonia). Reaction conditions: time 2 hour. The product is CC=1C(NC(N(N1)CCCN1C[C@]2(C[C@H]2C1)C1=CC=C(C=C1)C(F)(F)F)=O)=O (6-methyl-2-(3-{(1S,5R)-1-[4-(trifluoromethyl)phenyl]-3-azabicyclo[3.1.0]hex-3-yl}propyl)-1,2,4-triazine-3,5(2H,4H)-dione). The yield is 83.9%. As a reaction SMILES: [CH3:1][C:2]1[C:3](=[O:36])[N:4](C(C2C=CC=CC=2)=O)[C:5](=[O:27])[N:6]([CH2:8][CH2:9][CH2:10][N:11]2[CH2:16][C@H:15]3[C@:13]([C:17]4[CH:22]=[CH:21][C:20]([C:23]([F:26])([F:25])[F:24])=[CH:19][CH:18]=4)([CH2:14]3)[CH2:12]2)[N:7]=1.CO>N>[CH3:1][C:2]1[C:3](=[O:36])[NH:4][C:5](=[O:27])[N:6]([CH2:8][CH2:9][CH2:10][N:11]2[CH2:16][C@H:15]3[C@:13]([C:17]4[CH:22]=[CH:21][C:20]([C:23]([F:26])([F:25])[F:24])=[CH:19][CH:18]=4)([CH2:14]3)[CH2:12]2)[N:7]=1. Procedure details: 6-methyl-4-(phenylcarbonyl)-2-(3-{(1S,5R)-1-[4-(trifluoromethyl)phenyl]-3-azabicyclo[3.1.0]hex-3-yl}propyl)-1,2,4-triazine-3,5(2H,4H)-dione (P4, 102 mg, 0.205 mmol) was dissolved in a 2.0 M solution of ammonia in MeOH (2.046 ml, 4.09 mmol) and the mixture was stirred for 2 hours at rt. Solvent was eliminated under reduced pressure and crude was purified by flash chromatography (eluent DCM to DCM/MeOH/NH3 9:1:0.1) affording the title compound 6-methyl-2-(3-{(1S,5R)-1-[4-(trifluoromethyl)phenyl]-3... The reactants are OC1=C(C=C(C(=O)OC)C=C1)[N+](=O)[O-] (Methyl 4-hydroxy-3-nitrobenzoate), C1CC(=O)N(C1=O)Br (NBS). Solvent: C(C)(=O)O (acetic acid). Reaction conditions: time 2 hour. The product is BrC=1C=C(C(=O)OC)C=C(C1O)[N+](=O)[O-] (Methyl 3-bromo-4-hydroxy-5-nitrobenzoate). Isolated yield 95.3%. As a reaction SMILES: [OH:1][C:2]1[CH:11]=[CH:10][C:5]([C:6]([O:8][CH3:9])=[O:7])=[CH:4][C:3]=1[N+:12]([O-:14])=[O:13].C1C(=O)N([Br:22])C(=O)C1>C(O)(=O)C>[Br:22][C:11]1[CH:10]=[C:5]([CH:4]=[C:3]([N+:12]([O-:14])=[O:13])[C:2]=1[OH:1])[C:6]([O:8][CH3:9])=[O:7]. Reported procedure: (I4A): Methyl 4-hydroxy-3-nitrobenzoate (15 g, 76 mmol) was suspended in acetic acid (152 ml) and then treated with NBS (20.31 g, 114 mmol). The mixture became a homogeneous yellow solution which was stirred for 2 h. The mixture was quenched with water and the suspension was filtered. Methyl 3-bromo-4-hydroxy-5-nitrobenzoate (20 g) was obtained as a yellow solid. The reactants are compound 33a, O1CCN(CC1)C=1C=2N(N=CC1)C=C(N2)C=O (8-Morpholinoimidazo[1,2-b]pyridazine-2-carbaldehyde), BrC=1C=C(C#N)C=CC1 (3-bromobenzonitrile), C1=CC=C(C=C1)P(C2=CC=CC=C2)C3=CC=CC=C3 (PPh3), CC(=O)[O-].[K+] (KOAc). Reagents/catalysts: CC(=O)[O-].CC(=O)[O-].[Pd+2] (Pd(OAc)2). The solvent is CC(=O)N(C)C (DMA). Yields the product C(=O)C=1N=C2N(N=CC=C2N2CCOCC2)C1C=1C=C(C#N)C=CC1 (3-(2-Formyl-8-morpholinoimidazo[1,2-b]pyridazin-3-yl)benzonitrile). As a reaction SMILES: [O:1]1[CH2:6][CH2:5][N:4]([C:7]2[C:8]3[N:9]([CH:13]=[C:14]([CH:16]=[O:17])[N:15]=3)[N:10]=[CH:11][CH:12]=2)[CH2:3][CH2:2]1.Br[C:19]1[CH:20]=[C:21]([CH:24]=[CH:25][CH:26]=1)[C:22]#[N:23].C1C=CC(P(C2C=CC=CC=2)C2C=CC=CC=2)=CC=1.CC([O-])=O.[K+]>CC(N(C)C)=O.CC([O-])=O.CC([O-])=O.[Pd+2]>[CH:16]([C:14]1[N:15]=[C:8]2[C:7]([N:4]3[CH2:3][CH2:2][O:1][CH2:6][CH2:5]3)=[CH:12][CH:11]=[N:10][N:9]2[C:13]=1[C:19]1[CH:20]=[C:21]([CH:24]=[CH:25][CH:26]=1)[C:22]#[N:23])=[O:17] |f:3.4,6.7.8|. Procedure details: Using the procedure described in Example 20, Step A, compound 33a was prepared from compound 5e (232 mg, 1.00 mmol), 3-bromobenzonitrile (273 mg, 1.50 mmol), Pd(OAc)2 (15.7 mg, 0.0700 mmol), PPh3 (18.4 mg, 0.0700 mmol), and KOAc (294 mg, 3.00 mmol) in DMA (4 mL) at 110° C. for 16 h. 1H-NMR (400 MHz, CDCl3) δ (ppm): 10.14 (s, 1H), 8.13-8.17 (m, 1H), 8.10 (d, J=5.6 Hz, 1H), 8.03 (dt, J=8.0, 1.3 Hz, 1H), 7.76 (dt, J=8.0, 1.3 Hz, 1H), 7.65 (t, J=7.8 Hz, 1H), 6.18 (d, J=5.6 Hz, 1H), 4.07-4.12 (m, 4H)...